Dataset: the Open Reaction Database (ORD), a public repository of structured organic reaction records. Task: describe an organic reaction: reactants, conditions, products, and yield Product: C1(CC1)N(C(=O)C1=CC=2C(=NC(=C3C2N(C=N3)C)NC=3SC(=CN3)C(=O)OCC)N1CC)C1CC1 (ethyl 2-(7-(dicyclopropylcarbamoyl)-6-ethyl-1-methyl-1,6-dihydroimidazo[4,5-d]pyrrolo[2,3-b]pyridin-4-ylamino)thiazole-5-carboxylate). Procedure details: This compound was prepared according to example 2 using ethyl 2-chloro-2-formylacetate and N,N-dicyclopropyl-6-ethyl-1-methyl-4-thioureido-1,6-dihydroimidazo[4,5-d]pyrrolo[2,3-b]pyridine-7-carboxamide (example 2B) to provide ethyl 2-(7-(dicyclopropylcarbamoyl)-6-ethyl-1-methyl-1,6-dihydroimidazo[4,5-d]pyrrolo[2,3-b]pyridin-4-ylamino)thiazole-5-carboxylate (18.5 mg, 17% yield) as a pale yellow solid. Isolated yield 17.0%. The reactants are ClC(C(=O)OCC)C=O (ethyl 2-chloro-2-formylacetate), C1(CC1)N(C(=O)C1=CC=2C(=NC(=C3C2N(C=N3)C)NC(=S)N)N1CC)C1CC1 (N,N-dicyclopropyl-6-ethyl-1-methyl-4-thioureido-1,6-dihydroimidazo[4,5-d]pyrrolo[2,3-b]pyridine-7-carboxamide). RXN SMILES: Cl[CH:2]([CH:8]=O)[C:3]([O:5][CH2:6][CH3:7])=[O:4].[CH:10]1([N:13]([CH:35]2[CH2:37][CH2:36]2)[C:14]([C:16]2[N:32]([CH2:33][CH3:34])[C:19]3=[N:20][C:21]([NH:28][C:29]([NH2:31])=[S:30])=[C:22]4[N:26]=[CH:25][N:24]([CH3:27])[C:23]4=[C:18]3[CH:17]=2)=[O:15])[CH2:12][CH2:11]1>>[CH:35]1([N:13]([CH:10]2[CH2:11][CH2:12]2)[C:14]([C:16]2[N:32]([CH2:33][CH3:34])[C:19]3=[N:20][C:21]([NH:28][C:29]4[S:30][C:2]([C:3]([O:5][CH2:6][CH3:7])=[O:4])=[CH:8][N:31]=4)=[C:22]4[N:26]=[CH:25][N:24]([CH3:27])[C:23]4=[C:18]3[CH:17]=2)=[O:15])[CH2:36][CH2:37]1.